This data is from the Open Reaction Database (ORD), a public repository of structured organic reaction records. The task is: describe an organic reaction: reactants, conditions, products, and yield Reported procedure: The preparation takes place from 5-(2-chlorobenzyl)-4-methoxymethyl-β-carboline-3-carboxylic acid ethyl ester over alcohol and aldehyde, such as described for 5-(4-chlorobenzyl)-4- methoxymethyl-β-carboline-3- carbaldehyde-oxime, melting point 209°-212° C. RXN SMILES: C(O[C:4]([C:6]1[N:7]=[CH:8][C:9]2[NH:10][C:11]3[C:16]([C:17]=2[C:18]=1[CH2:19][O:20][CH3:21])=[C:15]([CH2:22][C:23]1[CH:28]=[CH:27][CH:26]=[CH:25][C:24]=1[Cl:29])[CH:14]=[CH:13][CH:12]=3)=O)C.ClC1C=CC(CC2C=CC=C3C=2C2C(COC)=C(C=[N:50][OH:51])N=CC=2N3)=CC=1>>[Cl:29][C:24]1[CH:25]=[CH:26][CH:27]=[CH:28][C:23]=1[CH2:22][C:15]1[CH:14]=[CH:13][CH:12]=[C:11]2[C:16]=1[C:17]1[C:18]([CH2:19][O:20][CH3:21])=[C:6]([CH:4]=[N:50][OH:51])[N:7]=[CH:8][C:9]=1[NH:10]2. Yields the product ClC1=C(CC2=C3C=4C(=C(N=CC4NC3=CC=C2)C=NO)COC)C=CC=C1 (5-(2-Chlorobenzyl)-4- methoxymethyl-β-carboline-3-carbaldehyde-oxime). Reactants: C(C)OC(=O)C=1N=CC=2NC3=CC=CC(=C3C2C1COC)CC1=C(C=CC=C1)Cl (5-(2-chlorobenzyl)-4-methoxymethyl-β-carboline-3-carboxylic acid ethyl ester), ClC1=CC=C(CC2=C3C=4C(=C(N=CC4NC3=CC=C2)C=NO)COC)C=C1 (5-(4-chlorobenzyl)-4- methoxymethyl-β-carboline-3- carbaldehyde-oxime), alcohol, aldehyde. Reactants: CCO, O=[N+]([O-])c1cccc(CN2CCCCC2)c1. Product: Nc1cccc(CN2CCCCC2)c1. Reaction SMILES: [CH3:17][CH2:18][OH:19].[N+:1]([O-:2])(=[O:3])[c:4]1[cH:5][c:6]([CH2:7][N:8]2[CH2:9][CH2:10][CH2:11][CH2:12][CH2:13]2)[cH:14][cH:15][cH:16]1>>[NH2:1][c:4]1[cH:5][c:6]([CH2:7][N:8]2[CH2:9][CH2:10][CH2:11][CH2:12][CH2:13]2)[cH:14][cH:15][cH:16]1. Starting materials: [OH-].[K+] (potassium hydroxide), ClC1=CC=C(OC(C(CC(CC(=O)OCC)=O)O)(C)C)C=C1 (ethyl 6-(p-chlorophenoxy)-6-methyl-5-hydroxy-3-oxoheptanoate), ClC1=CC=C(OC(C=O)(C)C)C=C1 (2-(p-chlorophenoxy)-2-methylpropanal), Cl (hydrochloric acid), [BH4-].[Na+] (sodium borohydride). Run in CC(=O)C (acetone), C(C)O (ethanol). Yields the product ClC1=CC=C(OC(C)(C)C2CC(CC(O2)=O)O)C=C1 (6-[1-(4-Chlorophenoxy)-1-methylethyl]-4-hydroxy-3,4,5,6-tetrahydro-2H-pyran-2-one). Isolated yield 25.8%. RXN SMILES: [Cl:1][C:2]1[CH:22]=[CH:21][C:5]([O:6][C:7]([CH3:20])([CH3:19])[CH:8](O)[CH2:9][C:10](=[O:17])[CH2:11][C:12]([O:14]CC)=[O:13])=[CH:4][CH:3]=1.ClC1C=CC(OC(C)(C)C=O)=CC=1.[BH4-].[Na+].[OH-].[K+].Cl>C(O)C.CC(C)=O>[Cl:1][C:2]1[CH:3]=[CH:4][C:5]([O:6][C:7]([CH:8]2[O:14][C:12](=[O:13])[CH2:11][CH:10]([OH:17])[CH2:9]2)([CH3:19])[CH3:20])=[CH:21][CH:22]=1 |f:2.3,4.5|. Procedure details: 10 g (0.0354 mole) of ethyl 6-(p-chlorophenoxy)-6-methyl-5-hydroxy-3-oxoheptanoate [prepared from 2-(p-chlorophenoxy)-2-methylpropanal according to the procedure of step (a) of Example 1] were reduced with 0.8 g (0.021 mole) of sodium borohydride in 100 ml of ethanol, with ice-cooling and stirring. The residue obtained from the reaction mixture by the procedure described in Example 1 was dissolved, without purification, in 50 ml of acetone, and then 100 ml of a 15% w/w aqueous solution of potass...